Dataset: the Open Reaction Database (ORD), a public repository of structured organic reaction records. Task: describe an organic reaction: reactants, conditions, products, and yield Starting materials: CC(C(COCc1ccccc1)NC(=O)OC(C)(C)C)N(CCOS(C)(=O)=O)S(C)(=O)=O, Cl, [H-], [Na+], CN(C)C=O. Yields the product CC1C(COCc2ccccc2)N(C(=O)OC(C)(C)C)CCN1S(C)(=O)=O. As a reaction SMILES: [CH2:1]([c:2]1[cH:3][cH:4][cH:5][cH:6][cH:7]1)[O:8][CH2:9][CH:10]([CH:11]([CH3:12])[N:13]([S:14](=[O:15])(=[O:16])[CH3:17])[CH2:18][CH2:19][O:20][S:21]([CH3:22])(=[O:23])=[O:24])[NH:25][C:26](=[O:27])[O:28][C:29]([CH3:30])([CH3:31])[CH3:32].[ClH:35].[H-:33].[Na+:34].[O:36]=[CH:37][N:38]([CH3:39])[CH3:40]>>[CH2:1]([c:2]1[cH:3][cH:4][cH:5][cH:6][cH:7]1)[O:8][CH2:9][CH:10]1[CH:11]([CH3:12])[N:13]([S:14](=[O:15])(=[O:16])[CH3:17])[CH2:18][CH2:19][N:25]1[C:26](=[O:27])[O:28][C:29]([CH3:30])([CH3:31])[CH3:32]. Reported procedure: A procedure similar to that described in Example 6 was repeated, except that 3.24 g of 5-[4-(1-methylindol-2-ylmethoxy)benzyl]-3-triphenylmethylthiazolidine-2,4-dione (prepared as described in Preparation 24), 4.86 g of 10% w/w palladium-on-charcoal and 100 ml of dioxane were used, to give 1.49 g of the title compound, melting at 174.3°-175.5° C. The reagents and catalysts are [Pd] (palladium-on-charcoal). The product is CN1C(=CC2=CC=CC=C12)COC1=CC=C(CC2C(NC(S2)=O)=O)C=C1 (5-[4-(1-Methylindol-2-ylmethoxy)benzyl]thiazolidine-2,4-dione). As a reaction SMILES: [CH3:1][N:2]1[C:10]2[C:5](=[CH:6][CH:7]=[CH:8][CH:9]=2)[CH:4]=[C:3]1[CH2:11][O:12][C:13]1[CH:45]=[CH:44][C:16]([CH2:17][CH:18]2[S:22][C:21](=[O:23])[N:20](C(C3C=CC=CC=3)(C3C=CC=CC=3)C3C=CC=CC=3)[C:19]2=[O:43])=[CH:15][CH:14]=1>[Pd].O1CCOCC1>[CH3:1][N:2]1[C:10]2[C:5](=[CH:6][CH:7]=[CH:8][CH:9]=2)[CH:4]=[C:3]1[CH2:11][O:12][C:13]1[CH:14]=[CH:15][C:16]([CH2:17][CH:18]2[S:22][C:21](=[O:23])[NH:20][C:19]2=[O:43])=[CH:44][CH:45]=1. The yield is 76.4%. The reactants are CN1C(=CC2=CC=CC=C12)COC1=CC=C(CC2C(N(C(S2)=O)C(C2=CC=CC=C2)(C2=CC=CC=C2)C2=CC=CC=C2)=O)C=C1 (5-[4-(1-methylindol-2-ylmethoxy)benzyl]-3-triphenylmethylthiazolidine-2,4-dione). The solvent is O1CCOCC1 (dioxane).